From a dataset of the Open Reaction Database (ORD), a public repository of structured organic reaction records. describe an organic reaction: reactants, conditions, products, and yield Yields the product Fc1ccc(Br)c(C2OCCO2)c1. Starting materials: O=Cc1cc(F)ccc1Br, OCCO, Cc1ccccc1, O, Cc1ccc(S(=O)(=O)O)cc1. RXN SMILES: [Br:1][c:2]1[c:3]([CH:4]=[O:5])[cH:6][c:7]([F:10])[cH:8][cH:9]1.[CH2:11]([CH2:12][OH:13])[OH:14].[CH3:27][c:28]1[cH:29][cH:30][cH:31][cH:32][cH:33]1.[OH2:15].[c:16]1([CH3:17])[cH:18][cH:19][c:20]([S:21]([OH:22])(=[O:23])=[O:24])[cH:25][cH:26]1>>[Br:1][c:2]1[c:3]([CH:4]2[O:5][CH2:11][CH2:12][O:13]2)[cH:6][c:7]([F:10])[cH:8][cH:9]1. Starting materials: BrC1=CC(=C(C=C1)OC1=CC=CC=C1)F (4-bromo-2-fluoro-1-phenoxybenzene), O(C1=CC=CC=C1)C1=C(C#N)C=C(C=C1)B1OC(C(O1)(C)C)(C)C (2-phenoxy-5-(4,4,5,5-tetramethyl-1,3,2-dioxaborolane-2-yl)benzonitrile), CO[C@H]1[C@@H](C[C@@H]2CN3CCC4=C([C@H]3C[C@@H]2[C@@H]1C(=O)OC)NC5=C4C=CC(=C5)OC)OC(=O)C6=CC(=C(C(=C6)OC)OC)OC (Hypersil). The solvent is C(C)#N (acetonitrile). Yields the product FC=1C=C(C=CC1OC1=CC=CC=C1)B1OC(C(O1)(C)C)(C)C (2-(3-Fluoro-4-phenoxyphenyl)-4,4,5,5-tetrametyl-1,3,2-dioxaborolane). As a reaction SMILES: Br[C:2]1[CH:7]=[CH:6][C:5]([O:8][C:9]2[CH:14]=[CH:13][CH:12]=[CH:11][CH:10]=2)=[C:4]([F:15])[CH:3]=1.O(C1C=CC([B:31]2[O:35][C:34]([CH3:37])([CH3:36])[C:33]([CH3:39])([CH3:38])[O:32]2)=CC=1C#N)C1C=CC=CC=1.CO[C@@H]1[C@@H](C(OC)=O)[C@@H]2[C@@H](CN3[C@H](C2)C2NC4C=C(OC)C=CC=4C=2CC3)C[C@H]1OC(C1C=C(OC)C(OC)=C(OC)C=1)=O>C(#N)C>[F:15][C:4]1[CH:3]=[C:2]([B:31]2[O:35][C:34]([CH3:37])([CH3:36])[C:33]([CH3:39])([CH3:38])[O:32]2)[CH:7]=[CH:6][C:5]=1[O:8][C:9]1[CH:14]=[CH:13][CH:12]=[CH:11][CH:10]=1. Procedure details: The title compound was prepared in a 65% from 4-bromo-2-fluoro-1-phenoxybenzene in a similar manner to that described for the preparation 2-phenoxy-5-(4,4,5,5-tetramethyl-1,3,2-dioxaborolane-2-yl)benzonitrile: 1H NMR (DMSO-d6, 400 MHz) δ 7.49(dd, 2H), 7.41(m, 2H), 7.18 (t, 1H), 7.08(d, 1H), 7.05(d, 2H), 1.30(s, 12H); RP-HPLC (Hypersil HS, 5 μm, 100 A 4.6×250 mm; 25%-100% acetonitrile—0.05 M ammonium acetate over 10 min, I mmin) tr 14.63 min. The reactants are ClC=1OC2=C(N1)C=C(C=C2)Cl (2,5-dichlorobenzoxazole), C([O-])([O-])=O.[Na+].[Na+] (sodium carbonate), sulfate salt, CNC1=CC=C(C=C1)O (4-(N-methylamino)phenol), C([O-])([O-])=O.[K+].[K+] (potassium carbonate). Run in C(C)C(=O)C (methyl ethyl ketone), O (water), C(C)C(=O)C (methyl ethyl ketone). Reaction conditions: time 8 hour. Product: CN(C=1OC2=C(N1)C=C(C=C2)Cl)C2=CC=C(C=C2)O (4-[N-Methyl-N-(5-chloro-2-benzoxazolyl)amino]phenol). Reaction SMILES: [CH3:1][NH:2][C:3]1[CH:8]=[CH:7][C:6]([OH:9])=[CH:5][CH:4]=1.C(=O)([O-])[O-].[K+].[K+].Cl[C:17]1[O:18][C:19]2[CH:25]=[CH:24][C:23]([Cl:26])=[CH:22][C:20]=2[N:21]=1.C(=O)([O-])[O-].[Na+].[Na+]>C(C(C)=O)C.O>[CH3:1][N:2]([C:3]1[CH:8]=[CH:7][C:6]([OH:9])=[CH:5][CH:4]=1)[C:17]1[O:18][C:19]2[CH:25]=[CH:24][C:23]([Cl:26])=[CH:22][C:20]=2[N:21]=1 |f:1.2.3,5.6.7|. Procedure: A solution of the sulfate salt of 4-(N-methylamino)phenol (0.008 mol, 2.76 g) in methyl ethyl ketone (25 ml) containing pure potassium carbonate (0.008 mol, 1.1 g) was warmed to reflux and a solution of 2,5-dichlorobenzoxazole (0.016 mol, 3.0 g) in methyl ethyl ketone (25 ml) was added dropwise over 2 hours. The resulting mixture was heated at reflux for a further hour, stood overnight, then stirred at room temperature for a further 8 hours. The solvent was then evaporated leaving a white solid.... Starting materials: C1CCOC1, [Li]C(C)CC, [Cl-], CC(C)[Si](C(C)C)(C(C)C)n1ccc2c(F)ccnc21, [NH4+]. Yields the product CC(C)[Si](C(C)C)(C(C)C)n1ccc2c(F)c(O)cnc21. Reaction SMILES: [CH2:28]1[CH2:31][CH2:30][CH2:29][O:32]1.[CH:1]([Li:2])([CH2:3][CH3:4])[CH3:5].[Cl-:26].[F:6][c:7]1[c:8]2[c:9]([n:10][cH:11][cH:12]1)[n:13]([Si:16]([CH:17]([CH3:18])[CH3:19])([CH:20]([CH3:21])[CH3:22])[CH:23]([CH3:24])[CH3:25])[cH:14][cH:15]2.[NH4+:27]>>[F:6][c:7]1[c:8]2[c:9]([n:10][cH:11][c:12]1[OH:32])[n:13]([Si:16]([CH:17]([CH3:18])[CH3:19])([CH:20]([CH3:21])[CH3:22])[CH:23]([CH3:24])[CH3:25])[cH:14][cH:15]2. The reactants are COc1nc(SC)nc2c1ccn2Cc1ccc(C(=O)c2ccc(Cl)cc2)cc1, C1COCCO1. Product: CSc1nc2c(ccn2Cc2ccc(C(=O)c3ccc(Cl)cc3)cc2)c(=O)[nH]1. Reaction SMILES: [Cl:1][c:2]1[cH:3][cH:4][c:5]([C:6](=[O:7])[c:8]2[cH:9][cH:10][c:11]([CH2:12][n:13]3[cH:14][cH:15][c:16]4[c:17]3[n:18][c:19]([S:24][CH3:25])[n:20][c:21]4[O:22][CH3:23])[cH:26][cH:27]2)[cH:28][cH:29]1.[O:30]1[CH2:31][CH2:32][O:33][CH2:34][CH2:35]1>>[Cl:1][c:2]1[cH:3][cH:4][c:5]([C:6](=[O:7])[c:8]2[cH:9][cH:10][c:11]([CH2:12][n:13]3[cH:14][cH:15][c:16]4[c:17]3[n:18][c:19]([S:24][CH3:25])[nH:20][c:21]4=[O:22])[cH:26][cH:27]2)[cH:28][cH:29]1. Reactants: [Br-], C1CCOC1, CON(C)C(=O)Cc1ccc(OC2CCCCC2)cc1, [Mg+]C1CC1. Yields the product O=C(Cc1ccc(OC2CCCCC2)cc1)C1CC1. RXN SMILES: [Br-:21].[CH2:26]1[O:27][CH2:28][CH2:29][CH2:30]1.[CH:1]1([O:7][c:8]2[cH:9][cH:10][c:11]([CH2:14][C:15](=[O:16])[N:17]([O:18][CH3:19])[CH3:20])[cH:12][cH:13]2)[CH2:2][CH2:3][CH2:4][CH2:5][CH2:6]1.[CH:22]1([Mg+:25])[CH2:23][CH2:24]1>>[CH:1]1([O:7][c:8]2[cH:9][cH:10][c:11]([CH2:14][C:15](=[O:16])[CH:22]3[CH2:23][CH2:24]3)[cH:12][cH:13]2)[CH2:2][CH2:3][CH2:4][CH2:5][CH2:6]1. Starting materials: CCOC(OCC)C(=N)OC, CO, NCc1ccc(Cl)cc1Cl. The product is CCOC(OCC)C(=N)NCc1ccc(Cl)cc1Cl. Reaction SMILES: [CH2:11]([CH3:12])[O:13][CH:14]([C:15]([O:16][CH3:17])=[NH:18])[O:19][CH2:20][CH3:21].[CH3:22][OH:23].[Cl:1][c:2]1[c:3]([CH2:9][NH2:10])[cH:4][cH:5][c:6]([Cl:8])[cH:7]1>>[Cl:1][c:2]1[c:3]([CH2:9][NH:10][C:15]([CH:14]([O:13][CH2:11][CH3:12])[O:19][CH2:20][CH3:21])=[NH:18])[cH:4][cH:5][c:6]([Cl:8])[cH:7]1. Starting materials: BrC1=CC=C(C=C1)O (4-bromophenol), IN1C(CCC1=O)=O (N-iodosuccinimide). Run in C(C)(=O)O (acetic acid). Reaction conditions: time 18 hour. Yields the product BrC1=CC(=C(C=C1)O)I (4-Bromo-2-iodophenol). Reaction SMILES: [Br:1][C:2]1[CH:7]=[CH:6][C:5]([OH:8])=[CH:4][CH:3]=1.[I:9]N1C(=O)CCC1=O>C(O)(=O)C>[Br:1][C:2]1[CH:7]=[CH:6][C:5]([OH:8])=[C:4]([I:9])[CH:3]=1. Reported procedure: A solution of 4-bromophenol (35.0 g, 145 mmol) in acetic acid (250 ml) was treated with N-iodosuccinimide (32.5 g, 145 mmol) at RT. The reaction mixture was stirred at RT for 18 h. The reaction mixture was filtered to remove the solid and the filtrate was concentrated under reduced pressure. The crude material was purified by column chromatography (silica) eluting with 1% methanol in chloroform to afford the title compound as a brown liquid. The reactants are FC(C(=O)O)(F)F.FC(C(=O)O)(F)F.FC(C(=O)O)(F)F.FC1=CC2=C(N=C(N2)SCCN2CCNCC2)C=C1 (1-[2-(5-Fluorobenzimidazol-2-ylthio)ethyl]piperazine tris(trifluoroacetic acid) salt), O (water), BrCC(=O)NC=1C(=NC(=CC1OCC(F)(F)F)C)OCC(F)(F)F (2-bromo-N-[2,4-bis(2,2,2-trifluoroethoxy)-6-methylpyridin-3-yl]acetamide), C([O-])([O-])=O.[K+].[K+] (potassium carbonate). Solvent: C(C)#N (acetonitrile). Reaction conditions: time 5 hour. Product: FC1=CC2=C(N=C(N2)SCCN2CCN(CC2)CC(=O)NC=2C(=NC(=CC2OCC(F)(F)F)C)OCC(F)(F)F)C=C1 (2-[4-[2-(5-fluorobenzimidazol-2-ylthio)ethyl]piperazin-1-yl]-N-[2,4-bis(2,2,2-trifluoroethoxy)-6-methylpyridin-3-yl]acetamide). The yield is 71.4%. As a reaction SMILES: FC(F)(F)C(O)=O.FC(F)(F)C(O)=O.FC(F)(F)C(O)=O.[F:22][C:23]1[CH:40]=[CH:39][C:26]2[N:27]=[C:28]([S:30][CH2:31][CH2:32][N:33]3[CH2:38][CH2:37][NH:36][CH2:35][CH2:34]3)[NH:29][C:25]=2[CH:24]=1.Br[CH2:42][C:43]([NH:45][C:46]1[C:47]([O:59][CH2:60][C:61]([F:64])([F:63])[F:62])=[N:48][C:49]([CH3:58])=[CH:50][C:51]=1[O:52][CH2:53][C:54]([F:57])([F:56])[F:55])=[O:44].C(=O)([O-])[O-].[K+].[K+].O>C(#N)C>[F:22][C:23]1[CH:40]=[CH:39][C:26]2[N:27]=[C:28]([S:30][CH2:31][CH2:32][N:33]3[CH2:38][CH2:37][N:36]([CH2:42][C:43]([NH:45][C:46]4[C:47]([O:59][CH2:60][C:61]([F:64])([F:62])[F:63])=[N:48][C:49]([CH3:58])=[CH:50][C:51]=4[O:52][CH2:53][C:54]([F:56])([F:57])[F:55])=[O:44])[CH2:35][CH2:34]3)[NH:29][C:25]=2[CH:24]=1 |f:0.1.2.3,5.6.7|. Procedure: 1-[2-(5-Fluorobenzimidazol-2-ylthio)ethyl]piperazine tris(trifluoroacetic acid) salt (6.92 g, 11.12 mmol) and 2-bromo-N-[2,4-bis(2,2,2-trifluoroethoxy)-6-methylpyridin-3-yl]acetamide (4.50 g, 10.59 mmol) were suspended in acetonitrile (90 mL), and potassium carbonate (5.85 g, 42.33 mmol) was gradually added to the suspension. The mixture was stirred for five hours at room temperature, and water (100 mL) was added to the reaction mixture, followed by extraction with ethyl acetate. The organic lay... The reactants are CC(=O)CCC1(CCF)Cc2c(ccc3nn(Cc4ccccc4)cc23)C1=O, C1CCNC1, CC(=O)O, Cc1ccccc1, CCCCCCC, ClCCl. The product is O=C1C=C2c3ccc4nn(Cc5ccccc5)cc4c3CC2(CCF)CC1. RXN SMILES: [CH2:1]([c:2]1[cH:3][cH:4][cH:5][cH:6][cH:7]1)[n:8]1[n:9][c:10]2[cH:11][cH:12][c:13]3[c:14]([c:15]2[cH:16]1)[CH2:17][C:18]([CH2:21][CH2:22][C:23]([CH3:24])=[O:25])([CH2:26][CH2:27][F:28])[C:19]3=[O:20].[CH2:29]1[CH2:30][NH:31][CH2:32][CH2:33]1.[CH3:34][C:35](=[O:36])[OH:37].[CH3:38][c:39]1[cH:40][cH:41][cH:42][cH:43][cH:44]1.[CH3:48][CH2:49][CH2:50][CH2:51][CH2:52][CH2:53][CH3:54].[Cl:45][CH2:46][Cl:47]>>[CH2:1]([c:2]1[cH:3][cH:4][cH:5][cH:6][cH:7]1)[n:8]1[n:9][c:10]2[cH:11][cH:12][c:13]3[c:14]([c:15]2[cH:16]1)[CH2:17][C:18]1([CH2:26][CH2:27][F:28])[C:19]3=[CH:24][C:23](=[O:25])[CH2:22][CH2:21]1.